Dataset: the Open Reaction Database (ORD), a public repository of structured organic reaction records. Task: describe an organic reaction: reactants, conditions, products, and yield Starting materials: ClC1=CC(=C(C#N)C=C1N=C=S)F (4-chloro-2-fluoro-5-isothiocyanatobenzonitrile), ClC=1C(=CC(=C(N)C1)NC)N1CCC(CC1)C(F)(F)F (5-chloro-2-methylamino-4-(4-trifluoromethyl-piperidin-1-yl)aniline), CC(N=C=NC(C)C)C (DIC). The solvent is CN(C)C=O (DMF). Yields the product ClC1=CC(=C(C#N)C=C1NC1=NC2=C(N1C)C=C(C(=C2)Cl)N2CCC(CC2)C(F)(F)F)F (4-Chloro-5-[5-chloro-1-methyl-6-(4-(trifluoromethyl)piperidin-1-yl)-1H-benzo[d]imidazol-2-ylamino]-2-fluorobenzonitrile). As a reaction SMILES: [Cl:1][C:2]1[C:9]([N:10]=[C:11]=S)=[CH:8][C:5]([C:6]#[N:7])=[C:4]([F:13])[CH:3]=1.[Cl:14][C:15]1[C:16]([N:24]2[CH2:29][CH2:28][CH:27]([C:30]([F:33])([F:32])[F:31])[CH2:26][CH2:25]2)=[CH:17][C:18]([NH:22][CH3:23])=[C:19]([CH:21]=1)[NH2:20].CC(C)N=C=NC(C)C>CN(C=O)C>[Cl:1][C:2]1[C:9]([NH:10][C:11]2[N:22]([CH3:23])[C:18]3[CH:17]=[C:16]([N:24]4[CH2:29][CH2:28][CH:27]([C:30]([F:32])([F:33])[F:31])[CH2:26][CH2:25]4)[C:15]([Cl:14])=[CH:21][C:19]=3[N:20]=2)=[CH:8][C:5]([C:6]#[N:7])=[C:4]([F:13])[CH:3]=1. Procedure details: The sub-title compound was prepared in analogy to the procedure in Example 76 using 4-chloro-2-fluoro-5-isothiocyanatobenzonitrile (300 mg; 1.41 mmol), 5-chloro-2-methylamino-4-(4-trifluoromethyl-piperidin-1-yl)aniline (434 mg; 1.41 mmol), DIC (178 mg; 1.41 mmol) and DMF (12 mL).